Dataset: the Open Reaction Database (ORD), a public repository of structured organic reaction records. Task: describe an organic reaction: reactants, conditions, products, and yield Reactants: C(C)(C)(C)OC(=O)C1N(CC=CCC1NS(=O)(=O)CC1=CC=CC=C1)S(=O)(=O)C1=CC=C(C=C1)OC (1-(4-Methoxy-benzenesulfonyl)-3-(phenylmethanesulfonyl amino)-2,3,4,7-tetrahydro-1H-azepine-2-carboxylic acid tert-butyl ester), C(C)(C)(C)OC(=O)C1N(CC=CCC1NC(=O)OCC1=CC=CC=C1)S(=O)(=O)C1=CC=C(C=C1)OC (3-Benzyloxycarbonylamino-1-(4-methoxy-benzenesulfonyl)-2,3,4,7-tetrahydro-1H-azepine-2-carboxylic acid tert-butyl ester). The product is COC1=CC=C(C=C1)S(=O)(=O)N1C(C(CC=CC1)NS(=O)(=O)CC1=CC=CC=C1)C(=O)O (1-(4-Methoxy-benzenesulfonyl)-3-(phenylmethanesulfonylamino)-2,3,4,7-tetrahydro-1H-azepine-2-carboxylic Acid). Reaction SMILES: C([O:5][C:6]([CH:8]1[CH:14]([NH:15][S:16]([CH2:19][C:20]2[CH:25]=[CH:24][CH:23]=[CH:22][CH:21]=2)(=[O:18])=[O:17])[CH2:13][CH:12]=[CH:11][CH2:10][N:9]1[S:26]([C:29]1[CH:34]=[CH:33][C:32]([O:35][CH3:36])=[CH:31][CH:30]=1)(=[O:28])=[O:27])=[O:7])(C)(C)C.C(OC(C1C(NC(OCC2C=CC=CC=2)=O)CC=CCN1S(C1C=CC(OC)=CC=1)(=O)=O)=O)(C)(C)C>>[CH3:36][O:35][C:32]1[CH:33]=[CH:34][C:29]([S:26]([N:9]2[CH2:10][CH:11]=[CH:12][CH2:13][CH:14]([NH:15][S:16]([CH2:19][C:20]3[CH:21]=[CH:22][CH:23]=[CH:24][CH:25]=3)(=[O:18])=[O:17])[CH:8]2[C:6]([OH:7])=[O:5])(=[O:28])=[O:27])=[CH:30][CH:31]=1. Procedure details: 1-(4-Methoxy-benzenesulfonyl)-3-(phenylmethanesulfonyl amino)-2,3,4,7-tetrahydro-1H-azepine-2-carboxylic acid tert-butyl ester (29 mg, 0.054 mmol) is reacted in the same manner as 3-Benzyloxycarbonylamino-1-(4-methoxy-benzenesulfonyl)-2,3,4,7-tetrahydro-1H-azepine-2-carboxylic acid tert-butyl ester: Cal. 479.5 found (M−H)+478.6. Cal. 498.6, found (MNH4)+498.1; 1H NMR (DMSO, 400 MHz), ppm: 7.85 (d, 2H), 7.38 (m, 5H) 7.01 (d, 2H), 5.5 (m, 2H) 4.45 (d, 2H), 4.30 (d, 2H), 4.15 (m, 2H), 4.00 (m, 1H),... Reactants: C12(CC3CC(CC(C1)C3)C2)CNC(=O)C2=NC(=CC=C2)N (N-(1-adamantylmethyl)-6-aminopyridine-2-carboxamide), BrCC(C(=O)OCC)=O (ethyl bromopyruvate). Run in CCO (EtOH). Product: C12(CC3CC(CC(C1)C3)C2)CNC(=O)C2=CC=CC=3N2C=C(N3)C(=O)OCC (Ethyl 5-[(adamantan-1-ylmethyl)carbamoyl]imidazo[1,2-a]pyridine-2-carboxylate). RXN SMILES: [C:1]12([CH2:11][NH:12][C:13]([C:15]3[CH:20]=[CH:19][CH:18]=[C:17]([NH2:21])[N:16]=3)=[O:14])[CH2:10][CH:5]3[CH2:6][CH:7]([CH2:9][CH:3]([CH2:4]3)[CH2:2]1)[CH2:8]2.Br[CH2:23][C:24](=O)[C:25]([O:27][CH2:28][CH3:29])=[O:26]>CCO>[C:1]12([CH2:11][NH:12][C:13]([C:15]3[N:16]4[CH:23]=[C:24]([C:25]([O:27][CH2:28][CH3:29])=[O:26])[N:21]=[C:17]4[CH:18]=[CH:19][CH:20]=3)=[O:14])[CH2:2][CH:3]3[CH2:9][CH:7]([CH2:6][CH:5]([CH2:4]3)[CH2:10]1)[CH2:8]2. Procedure details: A mixture of N-(1-adamantylmethyl)-6-aminopyridine-2-carboxamide (19.17 g, 65.2 mmol) and ethyl bromopyruvate (9.1 mL, 65.2 mmol) in EtOH (160 mL) is heated under reflux for 20 h. After cooling to RT, the solvent is removed in vacuo. The residue is partitioned between EtOAc and saturated aqueous sodium carbonate. The organic layer is separated, and the aqueous layer is back extracted with EtOAc. The combined organic layers are washed with water and brine, dried over sodium sulfate, and concentra... Reactants: ClC1=C(C=CC=C1)C1=C(C=C(C=N1)NC1=C(C(=O)OC(C)(C)C)C=C(C=C1)C)C (tert-butyl 2-(6-(2-chlorophenyl)-5-methylpyridin-3-ylamino)-5-methylbenzoate), C1(CC1)B(O)O (cyclopropylboronic acid). Product: C1(CC1)C1=C(C=CC=C1)C1=C(C=C(C=N1)NC1=C(C(=O)OC(C)(C)C)C=C(C=C1)C)C (tert-Butyl 2-(6-(2-cyclopropylphenyl)-5-methylpyridin-3-ylamino)-5-methylbenzoate). Reaction SMILES: Cl[C:2]1[CH:7]=[CH:6][CH:5]=[CH:4][C:3]=1[C:8]1[N:13]=[CH:12][C:11]([NH:14][C:15]2[CH:27]=[CH:26][C:25]([CH3:28])=[CH:24][C:16]=2[C:17]([O:19][C:20]([CH3:23])([CH3:22])[CH3:21])=[O:18])=[CH:10][C:9]=1[CH3:29].[CH:30]1(B(O)O)[CH2:32][CH2:31]1>>[CH:30]1([C:2]2[CH:7]=[CH:6][CH:5]=[CH:4][C:3]=2[C:8]2[N:13]=[CH:12][C:11]([NH:14][C:15]3[CH:27]=[CH:26][C:25]([CH3:28])=[CH:24][C:16]=3[C:17]([O:19][C:20]([CH3:23])([CH3:22])[CH3:21])=[O:18])=[CH:10][C:9]=2[CH3:29])[CH2:32][CH2:31]1. Reported procedure: Obtained (0.152 g, 63% of yield) following the procedure described in Example 14 (step C) starting with tert-butyl 2-(6-(2-chlorophenyl)-5-methylpyridin-3-ylamino)-5-methylbenzoate (0.49 mmol, 0.200 g) and cyclopropylboronic acid (1.47 mmol, 0.126 g). Starting materials: CC(=O)O[BH-](OC(C)=O)OC(C)=O, CC(=O)O, OC1(c2ccc(Cl)cc2)CCNCC1, ClCCl, O=Cc1ccc(OCCCN2CCCCC2)cc1, [Na+], [Na+], [OH-]. Product: OC1(c2ccc(Cl)cc2)CCN(Cc2ccc(OCCCN3CCCCC3)cc2)CC1. As a reaction SMILES: [C:33]([O:34][BH-:35]([O:36][C:37](=[O:38])[CH3:39])[O:40][C:41](=[O:42])[CH3:43])(=[O:44])[CH3:45].[CH3:52][C:53](=[O:54])[OH:55].[Cl:19][c:20]1[cH:21][cH:22][c:23]([C:26]2([OH:32])[CH2:27][CH2:28][NH:29][CH2:30][CH2:31]2)[cH:24][cH:25]1.[Cl:49][CH2:50][Cl:51].[N:1]1([CH2:7][CH2:8][CH2:9][O:10][c:11]2[cH:12][cH:13][c:14]([CH:15]=[O:16])[cH:17][cH:18]2)[CH2:2][CH2:3][CH2:4][CH2:5][CH2:6]1.[Na+:46].[Na+:48].[OH-:47]>>[N:1]1([CH2:7][CH2:8][CH2:9][O:10][c:11]2[cH:12][cH:13][c:14]([CH2:15][N:29]3[CH2:28][CH2:27][C:26]([c:23]4[cH:22][cH:21][c:20]([Cl:19])[cH:25][cH:24]4)([OH:32])[CH2:31][CH2:30]3)[cH:17][cH:18]2)[CH2:2][CH2:3][CH2:4][CH2:5][CH2:6]1. Reactants: OC1=CC=C(C=C2C(OC(OC2=O)(C)C)=O)C=C1 (5-(4-Hydroxy-benzylidene)-2,2-dimethyl-[1,3]dioxane-4,6-dione), C1CCOC1 (THF). Reaction conditions: time 15 minute. Yields the product OC1=CC=C(C=C1)C(C#CC)C1C(OC(OC1=O)(C)C)=O ((+/−)-5-[1-(4-Hydroxy-phenyl)-but-2-ynyl]-2,2-dimethyl-[1,3]dioxane-4,6-dione). RXN SMILES: [OH:1][C:2]1[CH:18]=[CH:17][C:5]([CH:6]=[C:7]2[C:12](=[O:13])[O:11][C:10]([CH3:15])([CH3:14])[O:9][C:8]2=[O:16])=[CH:4][CH:3]=1.[CH2:19]1[CH2:23]OC[CH2:20]1>>[OH:1][C:2]1[CH:3]=[CH:4][C:5]([CH:6]([CH:7]2[C:8](=[O:16])[O:9][C:10]([CH3:15])([CH3:14])[O:11][C:12]2=[O:13])[C:20]#[C:19][CH3:23])=[CH:17][CH:18]=1. Reported procedure: An oven-dried 3L 3-neck flask equipped with a mechanical stirrer, nitrogen inlet, nitrogen outlet and placed in a room-temperature water bath. After purging with nitrogen for 20 minutes, a solution of 1-propynylmagnesium bromide in THF (0.5 N, 600 mL) was added by cannula. In a separate oven-dried and nitrogen-flushed 500 mL RB flask, compound 1.1 (35 g, 142 mmol) was dissolved in anhydrous THF (350 mL) with gentle warming. The solution of 1.1 was then added over 15 minutes. Over the course of t... Starting materials: BrN1C(CCC1=O)=O (N-bromo-succinimide), CN1N=CC(=C1)C=1C=CC=2N(N1)C=CN2 (6-(1-Methyl-1H-pyrazol-4-yl)-imidazo[1,2-b]pyridazine), CCOC(=O)C (EtOAc). Solvent: CN(C)C=O (DMF). Conditions: temperature 0 celsius. Product: BrC1=CN=C2N1N=C(C=C2)C=2C=NN(C2)C (3-Bromo-6-(1-methyl-1h-pyrazol-4-yl)-imidazo[1,2-b]pyridazine). RXN SMILES: [CH3:1][N:2]1[CH:6]=[C:5]([C:7]2[CH:8]=[CH:9][C:10]3[N:11]([CH:13]=[CH:14][N:15]=3)[N:12]=2)[CH:4]=[N:3]1.[Br:16]N1C(=O)CCC1=O.CCOC(C)=O>CN(C=O)C>[Br:16][C:13]1[N:11]2[N:12]=[C:7]([C:5]3[CH:4]=[N:3][N:2]([CH3:1])[CH:6]=3)[CH:8]=[CH:9][C:10]2=[N:15][CH:14]=1. Reported procedure: 6-(1-Methyl-1H-pyrazol-4-yl)-imidazo[1,2-b]pyridazine (Stage 8.2, 2.22 g, 11.1 mmol) was dissolved in DMF (33 mL) and cooled down to 0° C. with an ice-water bath. Then N-bromo-succinimide (2.3 g, 12.3 mmol) was added and the RM was stirred at the same temperature for 1 h45. It was then taken up with EtOAc and washed with a saturated solution of NaHCO3 and brine. The organic layer was dried over Na2SO4 and the solvent was removed. The residue was triturated with Et2O and the precipitate was filte...